From a dataset of the Open Reaction Database (ORD), a public repository of structured organic reaction records. describe an organic reaction: reactants, conditions, products, and yield Reactants: [H-].COCCO[Al+2].[Na+].[Na+].[H-].[H-].[H-] (disodium (2-methoxyethoxy)aluminium hydride), C(C)OC(=O)N1CCN2C(C=3C=CC=CC3CC2CC1)C1=CC=CC=C1 ((7RS,12aRS)-1,2,3,4,5,7,12,12a-octahydro-7-phenyl-1,4-diazepino[1,7-b]isoquinoline-3-carboxylic acid ethyl ester), [OH-].[Na+] (sodium hydroxide). Solvent: C1=CC=CC=C1 (benzene), C1(=CC=CC=C1)C (toluene), C1(=CC=CC=C1)C (toluene). Product: CN1CCN2C(C=3C=CC=CC3CC2CC1)C1=CC=CC=C1 ((7RS,12aRS)-3-methyl-1,2,3,4,5,7,12,12a-octahydro-7-phenyl-1,4-diazepino[1,7-b]-isoquinoline). RXN SMILES: C(O[C:4]([N:6]1[CH2:20][CH2:19][CH:18]2[N:9]([CH:10]([C:21]3[CH:26]=[CH:25][CH:24]=[CH:23][CH:22]=3)[C:11]3[CH:12]=[CH:13][CH:14]=[CH:15][C:16]=3[CH2:17]2)[CH2:8][CH2:7]1)=O)C.[H-].COCCO[Al+2].[Na+].[Na+].[H-].[H-].[H-].[OH-].[Na+]>C1(C)C=CC=CC=1.C1C=CC=CC=1>[CH3:4][N:6]1[CH2:20][CH2:19][CH:18]2[N:9]([CH:10]([C:21]3[CH:26]=[CH:25][CH:24]=[CH:23][CH:22]=3)[C:11]3[CH:12]=[CH:13][CH:14]=[CH:15][C:16]=3[CH2:17]2)[CH2:8][CH2:7]1 |f:1.2.3.4.5.6.7,8.9|. Reported procedure: A solution of 6.8 g of (7RS,12aRS)-1,2,3,4,5,7,12,12a-octahydro-7-phenyl-1,4-diazepino[1,7-b]isoquinoline-3-carboxylic acid ethyl ester in toluene was added dropwise slowly into a stirred and boiling mixture of 200 ml of toluene and 21.6 ml of 70% disodium (2-methoxyethoxy)aluminium hydride in benzene. The reaction mixture was refluxed for a further 30 minutes, and cooled to 0°. The complex and remaining reducing agent was decomposed by the slow dropwise addition of 60 ml of a 20% sodium hydroxi... Starting materials: BrC1=CN=C(C=C1C(=O)N)NC(=O)NCC (5-bromo-2-(3-ethylureido)isonicotinamide), BrC1=CN=C(C=C1C(=O)N)NC(=O)NCC (5-bromo-2-(3-ethylureido)isonicotinamide), COC=1C=CC(=CC1)P2(=S)SP(=S)(S2)C=3C=CC(=CC3)OC (Lawesson's Reagent). Solvent: O1CCCC1 (tetrahydrofuran). Conditions: temperature 70 celsius, time 18 hour. The product is BrC=1C(=CC(=NC1)NC(=O)NCC)C(N)=S (5-bromo-2-(3-ethylureido)pyridine-4-carbothioamide). The yield is 76.3%. Reaction SMILES: [Br:1][C:2]1[C:7]([C:8]([NH2:10])=O)=[CH:6][C:5]([NH:11][C:12]([NH:14][CH2:15][CH3:16])=[O:13])=[N:4][CH:3]=1.COC1C=CC(P2(SP(C3C=CC(OC)=CC=3)(=S)S2)=[S:26])=CC=1>O1CCCC1>[Br:1][C:2]1[C:7]([C:8](=[S:26])[NH2:10])=[CH:6][C:5]([NH:11][C:12]([NH:14][CH2:15][CH3:16])=[O:13])=[N:4][CH:3]=1. Procedure: A suspended mixture of 5-bromo-2-(3-ethylureido)isonicotinamide (Intermediate 5, 237 g, 830 mmol), Lawesson's Reagent (336 g, 830 mmol), and tetrahydrofuran (3 L) was stirred at 70° C. for 18 h. The precipitate was collected by filtration and washed with methyl tert-butyl ether (2×500 L). This solid was then dried in the vacuum oven at 50° C. for 12 h to give 192 g (77%) of 5-bromo-2-(3-ethylureido)pyridine-4-carbothioamide as an off white solid. Reactants: E1, ClC=1C=C2N(C(N1)=O)CC(N2C)C (7-chloro-1,2-dimethyl-2,3-dihydroimidazo[1,2-c]pyrimidin-5(1H)-one), OCC=1C=C(C#N)C=CC1 (3-(hydroxylmethyl)benzonitrile). Product: CN1C(CN2C(N=C(C=C21)OCC=2C=C(C#N)C=CC2)=O)C (3-(((1,2-dimethyl-5-oxo-1,2,3,5-tetrahydroimidazo[1,2-c]pyrimidin-7-yl)oxy)methyl)benzonitrile). As a reaction SMILES: Cl[C:2]1[CH:3]=[C:4]2[N:11]([CH3:12])[CH:10]([CH3:13])[CH2:9][N:5]2[C:6](=[O:8])[N:7]=1.[OH:14][CH2:15][C:16]1[CH:17]=[C:18]([CH:21]=[CH:22][CH:23]=1)[C:19]#[N:20]>>[CH3:12][N:11]1[C:4]2[N:5]([C:6](=[O:8])[N:7]=[C:2]([O:14][CH2:15][C:16]3[CH:17]=[C:18]([CH:21]=[CH:22][CH:23]=3)[C:19]#[N:20])[CH:3]=2)[CH2:9][CH:10]1[CH3:13]. Reported procedure: The title compound was prepared by a procedure similar to that described for E1 starting from 7-chloro-1,2-dimethyl-2,3-dihydroimidazo[1,2-c]pyrimidin-5(1H)-one and 3-(hydroxylmethyl)benzonitrile. The product is N#Cc1ccccc1OCCCN1CCC(C(c2ccc(F)cc2)c2ccc(F)cc2)CC1. As a reaction SMILES: [C:35](=[O:36])([O-:37])[O-:38].[CH2:43]([OH:44])[CH2:45][CH2:46][CH3:47].[CH2:48]([O:49][CH2:50][CH3:51])[CH3:52].[Cl:22][CH2:23][CH2:24][CH2:25][O:26][c:27]1[c:28]([C:29]#[N:30])[cH:31][cH:32][cH:33][cH:34]1.[F:1][c:2]1[cH:3][cH:4][c:5]([CH:8]([CH:9]2[CH2:10][CH2:11][NH:12][CH2:13][CH2:14]2)[c:15]2[cH:16][cH:17][c:18]([F:21])[cH:19][cH:20]2)[cH:6][cH:7]1.[I-:42].[K+:39].[K+:40].[K+:41]>>[F:1][c:2]1[cH:3][cH:4][c:5]([CH:8]([CH:9]2[CH2:10][CH2:11][N:12]([CH2:23][CH2:24][CH2:25][O:26][c:27]3[c:28]([C:29]#[N:30])[cH:31][cH:32][cH:33][cH:34]3)[CH2:13][CH2:14]2)[c:15]2[cH:16][cH:17][c:18]([F:21])[cH:19][cH:20]2)[cH:6][cH:7]1. The reactants are O=C([O-])[O-], CCCCO, CCOCC, N#Cc1ccccc1OCCCCl, Fc1ccc(C(c2ccc(F)cc2)C2CCNCC2)cc1, [I-], [K+], [K+], [K+]. Starting materials: COc1ccc2nc(S(=O)(=O)c3ccc(OCC(=O)OCCS(=O)(=O)c4ccc(C)cc4)c(OCC(=O)OCCS(=O)(=O)c4ccc(C)cc4)c3)[nH]c2c1SCc1ncc(C)c(OC)c1C, CCOC(C)=O, [Na+], [Na+], C1CCOC1, O=C(OO)c1cccc(Cl)c1, O=S([O-])S(=O)(=O)[O-]. Product: COc1ccc2nc(S(=O)(=O)c3ccc(OCC(=O)OCCS(=O)(=O)c4ccc(C)cc4)c(OCC(=O)OCCS(=O)(=O)c4ccc(C)cc4)c3)[nH]c2c1S(=O)Cc1ncc(C)c(OC)c1C. RXN SMILES: [CH3:1][O:2][c:3]1[c:4]([S:55][CH2:56][c:57]2[n:58][cH:59][c:60]([CH3:66])[c:61]([O:64][CH3:65])[c:62]2[CH3:63])[c:5]2[c:6]([n:7][c:8]([S:10](=[O:11])(=[O:12])[c:13]3[cH:14][c:15]([O:36][CH2:37][C:38](=[O:39])[O:40][CH2:41][CH2:42][S:43](=[O:44])(=[O:45])[c:46]4[cH:47][cH:48][c:49]([CH3:52])[cH:50][cH:51]4)[c:16]([O:17][CH2:18][C:19](=[O:20])[O:21][CH2:22][CH2:23][S:24](=[O:25])(=[O:26])[c:27]4[cH:28][cH:29][c:30]([CH3:33])[cH:31][cH:32]4)[cH:34][cH:35]3)[nH:9]2)[cH:53][cH:54]1.[CH3:87][CH2:88][O:89][C:90](=[O:91])[CH3:92].[Na+:85].[Na+:86].[O:93]1[CH2:94][CH2:95][CH2:96][CH2:97]1.[OH:67][O:68][C:69]([c:70]1[cH:71][c:72]([Cl:73])[cH:74][cH:75][cH:76]1)=[O:77].[S:78]([S:79]([O-:80])=[O:81])([O-:82])(=[O:83])=[O:84]>>[CH3:1][O:2][c:3]1[c:4]([S:55]([CH2:56][c:57]2[n:58][cH:59][c:60]([CH3:66])[c:61]([O:64][CH3:65])[c:62]2[CH3:63])=[O:67])[c:5]2[c:6]([n:7][c:8]([S:10](=[O:11])(=[O:12])[c:13]3[cH:14][c:15]([O:36][CH2:37][C:38](=[O:39])[O:40][CH2:41][CH2:42][S:43](=[O:44])(=[O:45])[c:46]4[cH:47][cH:48][c:49]([CH3:52])[cH:50][cH:51]4)[c:16]([O:17][CH2:18][C:19](=[O:20])[O:21][CH2:22][CH2:23][S:24](=[O:25])(=[O:26])[c:27]4[cH:28][cH:29][c:30]([CH3:33])[cH:31][cH:32]4)[cH:34][cH:35]3)[nH:9]2)[cH:53][cH:54]1. Starting materials: CC1(C)C(C(=O)c2cn(CC3CCOCC3)c3ccc(Br)cc23)C1(C)C, O=C([O-])[O-], COc1ccccc1B(O)O, Cc1ccccc1, CC(C)c1cccc(C(C)C)c1-n1cc[n+](-c2c(C(C)C)cccc2C(C)C)c1, [Cl-], [Na+], [Na+], O=C(C=Cc1ccccc1)C=Cc1ccccc1, O=C(C=Cc1ccccc1)C=Cc1ccccc1, O=C(C=Cc1ccccc1)C=Cc1ccccc1, [Pd], [Pd]. Yields the product COc1ccccc1-c1ccc2c(c1)c(C(=O)C1C(C)(C)C1(C)C)cn2CC1CCOCC1. As a reaction SMILES: [Br:1][c:2]1[cH:3][c:4]2[c:5]([C:18](=[O:19])[CH:20]3[C:21]([CH3:25])([CH3:26])[C:22]3([CH3:23])[CH3:24])[cH:6][n:7]([CH2:11][CH:12]3[CH2:13][CH2:14][O:15][CH2:16][CH2:17]3)[c:8]2[cH:9][cH:10]1.[C:68](=[O:69])([O-:70])[O-:71].[CH3:27][O:28][c:29]1[c:30]([B:35]([OH:36])[OH:37])[cH:31][cH:32][cH:33][cH:34]1.[CH3:74][c:75]1[cH:76][cH:77][cH:78][cH:79][cH:80]1.[CH:39]([c:40]1[cH:41][cH:42][cH:43][c:44]([CH:45]([CH3:46])[CH3:47])[c:48]1-[n+:49]1[cH:50][cH:51][n:52](-[c:53]2[c:54]([CH:55]([CH3:56])[CH3:57])[cH:58][cH:59][cH:60][c:61]2[CH:62]([CH3:63])[CH3:64])[cH:65]1)([CH3:66])[CH3:67].[Cl-:38].[Na+:72].[Na+:73].[O:101]=[C:102]([CH:103]=[CH:104][c:105]1[cH:106][cH:107][cH:108][cH:109][cH:110]1)[CH:111]=[CH:112][c:113]1[cH:114][cH:115][cH:116][cH:117][cH:118]1.[O:119]=[C:120]([CH:121]=[CH:122][c:123]1[cH:124][cH:125][cH:126][cH:127][cH:128]1)[CH:129]=[CH:130][c:131]1[cH:132][cH:133][cH:134][cH:135][cH:136]1.[O:83]=[C:84]([CH:85]=[CH:86][c:87]1[cH:88][cH:89][cH:90][cH:91][cH:92]1)[CH:93]=[CH:94][c:95]1[cH:96][cH:97][cH:98][cH:99][cH:100]1.[Pd:81].[Pd:82]>>[c:2]1(-[c:30]2[c:29]([O:28][CH3:27])[cH:34][cH:33][cH:32][cH:31]2)[cH:3][c:4]2[c:5]([C:18](=[O:19])[CH:20]3[C:21]([CH3:25])([CH3:26])[C:22]3([CH3:23])[CH3:24])[cH:6][n:7]([CH2:11][CH:12]3[CH2:13][CH2:14][O:15][CH2:16][CH2:17]3)[c:8]2[cH:9][cH:10]1.